From a dataset of the Open Reaction Database (ORD), a public repository of structured organic reaction records. describe an organic reaction: reactants, conditions, products, and yield The reactants are FC1=C(C=C(N)C=C1)[N+](=O)[O-] (4-fluoro-3-nitroaniline), C(C)S(=O)(=O)Cl (ethanesulfonyl chloride). The solvent is N1=CC=CC=C1 (pyridine). Yields the product FC1=C(C=C(C=C1)NS(=O)(=O)CC)[N+](=O)[O-] (N-(4-fluoro-3-nitrophenyl)ethanesulfonamide). The yield is 92.7%. RXN SMILES: [F:1][C:2]1[CH:8]=[CH:7][C:5]([NH2:6])=[CH:4][C:3]=1[N+:9]([O-:11])=[O:10].[CH2:12]([S:14](Cl)(=[O:16])=[O:15])[CH3:13]>N1C=CC=CC=1>[F:1][C:2]1[CH:8]=[CH:7][C:5]([NH:6][S:14]([CH2:12][CH3:13])(=[O:16])=[O:15])=[CH:4][C:3]=1[N+:9]([O-:11])=[O:10]. Procedure: 20.2 g (0.129 mol) of 4-fluoro-3-nitroaniline was dissolved in 120 ml of pyridine, and 17.8 g (0.136 mol) of ethanesulfonyl chloride was added dropwise to the solution at a temperature of not higher than 5° C. Thereafter the temperature was raised to room temperature and the reaction was continued for one night. After the pyridine was distilled off, the thus-obtained product was dissolved in ethyl acetate and washed with diluted hydrochloric acid twice, then with water, and with saturated saline... Starting materials: CC(CO)(COCC1=NC(=CC=C1)OC1=CC=CC=C1)C (2,2-Dimethyl-3-(6-phenoxypyridin-2-yl)methoxypropan-1-ol), crude product. Solvent: C(C)OCC (diethylether), petroleum ether. Yields the product CC(C=O)(COCC1=NC(=CC=C1)OC1=CC=CC=C1)C (2,2-dimethyl-3-(6-phenoxypyridin-2-yl)methoxypropan-1-al). RXN SMILES: [CH3:1][C:2]([CH3:21])([CH2:5][O:6][CH2:7][C:8]1[CH:13]=[CH:12][CH:11]=[C:10]([O:14][C:15]2[CH:20]=[CH:19][CH:18]=[CH:17][CH:16]=2)[N:9]=1)[CH2:3][OH:4]>C(OCC)C>[CH3:1][C:2]([CH3:21])([CH2:5][O:6][CH2:7][C:8]1[CH:13]=[CH:12][CH:11]=[C:10]([O:14][C:15]2[CH:16]=[CH:17][CH:18]=[CH:19][CH:20]=2)[N:9]=1)[CH:3]=[O:4]. Procedure: 2,2-Dimethyl-3-(6-phenoxypyridin-2-yl)methoxypropan-1-ol was reacted according to the procedure set out in Example 6. The crude product was subject to column chromatography on silica gel using petroleum ether (boiling range 40°-60° C.) containing 20% by volume diethylether as eluent, to give 2,2-dimethyl-3-(6-phenoxypyridin-2-yl)methoxypropan-1-al. The product is O(C1=CC=CC=C1)C1=CC=C(C=C1)C1C(NC(NC1=O)=O)=O (5-(4-phenoxyphenyl)pyrimidine-2,4,6-trione). Procedure: To a NaOCH3 solution (prepared by allowing 0.23 g of Na metal to react with 7.2 mL dry CH3OH) was added dimethyl 2-(4-phenoxyphenyl)malonate (1.0 g, 3.33 mmol) followed by urea (0.4 g, 6.66 mmol). The resulting white reaction mixture was refluxed for 24 hours and then cooled to 0° C. and acidified with 3N HCl. The white solids were filtered and washed with water and dried to give 900 mg of crude product. This was further purified by trituration with EtOAc/hexanes (1:1) to afford 5-(4-phenoxyphen... Reaction conditions: temperature 0 celsius. The yield is 84.1%. Reactants: Cl (HCl), O([Na])C (NaOCH3), O(C1=CC=CC=C1)C1=CC=C(C=C1)C(C(=O)OC)C(=O)OC (dimethyl 2-(4-phenoxyphenyl)malonate), NC(=O)N (urea). As a reaction SMILES: O(C)[Na].[O:4]([C:11]1[CH:16]=[CH:15][C:14]([CH:17]([C:22]([O:24]C)=O)[C:18]([O:20]C)=O)=[CH:13][CH:12]=1)[C:5]1[CH:10]=[CH:9][CH:8]=[CH:7][CH:6]=1.[NH2:26][C:27]([NH2:29])=[O:28].Cl>>[O:4]([C:11]1[CH:12]=[CH:13][C:14]([CH:17]2[C:18](=[O:20])[NH:29][C:27](=[O:28])[NH:26][C:22]2=[O:24])=[CH:15][CH:16]=1)[C:5]1[CH:6]=[CH:7][CH:8]=[CH:9][CH:10]=1. Starting materials: O=C([O-])[O-], O=C(O)C1CCCCC1, CNC(CC1CCCCC1)CN1CCC(c2ccccc2OC)CC1, [Cl-], ClCCl, [K+], [K+], O. Product: COc1ccccc1C1CCN(CC(CC2CCCCC2)N(C)C(=O)C2CCCCC2)CC1. Reaction SMILES: [C:1](=[O:2])([O-:3])[O-:4].[CH:33]1([C:39](=[O:40])[OH:41])[CH2:34][CH2:35][CH2:36][CH2:37][CH2:38]1.[CH:7]1([CH2:13][CH:14]([CH2:15][N:16]2[CH2:17][CH2:18][CH:19]([c:22]3[c:23]([O:28][CH3:29])[cH:24][cH:25][cH:26][cH:27]3)[CH2:20][CH2:21]2)[NH:30][CH3:31])[CH2:8][CH2:9][CH2:10][CH2:11][CH2:12]1.[Cl-:32].[Cl:42][CH2:43][Cl:44].[K+:5].[K+:6].[OH2:45]>>[CH:7]1([CH2:13][CH:14]([CH2:15][N:16]2[CH2:17][CH2:18][CH:19]([c:22]3[c:23]([O:28][CH3:29])[cH:24][cH:25][cH:26][cH:27]3)[CH2:20][CH2:21]2)[N:30]([CH3:31])[C:39]([CH:33]2[CH2:34][CH2:35][CH2:36][CH2:37][CH2:38]2)=[O:41])[CH2:8][CH2:9][CH2:10][CH2:11][CH2:12]1. Starting materials: CC(C)(C)OC(=O)N1CCC(N)CC1, ClCCl, O=C1CCCc2cccnc21. Product: CC(C)(C)OC(=O)N1CCC(NC2CCCc3cccnc32)CC1. Reaction SMILES: [C:12]([CH3:13])([CH3:14])([CH3:15])[O:16][C:17](=[O:18])[N:19]1[CH2:20][CH2:21][CH:22]([NH2:25])[CH2:23][CH2:24]1.[Cl:26][CH2:27][Cl:28].[n:1]1[cH:2][cH:3][cH:4][c:5]2[c:10]1[C:9](=[O:11])[CH2:8][CH2:7][CH2:6]2>>[n:1]1[cH:2][cH:3][cH:4][c:5]2[c:10]1[CH:9]([NH:25][CH:22]1[CH2:21][CH2:20][N:19]([C:17]([O:16][C:12]([CH3:13])([CH3:14])[CH3:15])=[O:18])[CH2:24][CH2:23]1)[CH2:8][CH2:7][CH2:6]2. Reactants: C(C)(C)OC1=CC=C(C=C1)O (4-isopropoxyphenol), C([O-])([O-])=O.[K+].[K+] (potassium carbonate), ClC=1SC(=CN1)C#N (2-chlorothiazole-5-carbonitrile). Run in CN(C=O)C (N,N-dimethylformamide), C(C)(=O)OCC (ethyl acetate). Run at time 8 hour. Product: C(C)(C)OC1=CC=C(OC=2SC(=CN2)C#N)C=C1 (2-(4-isopropoxyphenoxy)-1,3-thiazole-5-carbonitrile), solid. Reaction SMILES: [CH:1]([O:4][C:5]1[CH:10]=[CH:9][C:8]([OH:11])=[CH:7][CH:6]=1)([CH3:3])[CH3:2].C(=O)([O-])[O-].[K+].[K+].Cl[C:19]1[S:20][C:21]([C:24]#[N:25])=[CH:22][N:23]=1>CN(C)C=O.C(OCC)(=O)C>[CH:1]([O:4][C:5]1[CH:10]=[CH:9][C:8]([O:11][C:19]2[S:20][C:21]([C:24]#[N:25])=[CH:22][N:23]=2)=[CH:7][CH:6]=1)([CH3:3])[CH3:2] |f:1.2.3|. Procedure details: To a solution of Example 1A (1.18 g, 7.75 mmol) in N,N-dimethylformamide (50 mL) was added potassium carbonate (1.1 g, 7.96 mmol), 2-chlorothiazole-5-carbonitrile (CAS 51640-36-9, 1.12 g, 7.75 mmol) and then the reaction was stirred at room temperature overnight. The reaction mixture was diluted with ethyl acetate (100 mL) and washed with water (3×50 mL) and brine (50 mL). The organics were dried over magnesium sulfate, filtered, and evaporated. The product was purified via silica-gel column chr... Reactants: N#CCc1ccccc1Br, C1CCOC1, ClC(c1cccnc1)c1cccnc1. Product: N#CC(c1ccccc1Br)C(c1cccnc1)c1cccnc1. As a reaction SMILES: [Br:1][c:2]1[c:3]([CH2:8][C:9]#[N:10])[cH:4][cH:5][cH:6][cH:7]1.[CH2:25]1[O:26][CH2:27][CH2:28][CH2:29]1.[Cl:11][CH:12]([c:13]1[cH:14][n:15][cH:16][cH:17][cH:18]1)[c:19]1[cH:20][n:21][cH:22][cH:23][cH:24]1>>[Br:1][c:2]1[c:3]([CH:8]([C:9]#[N:10])[CH:12]([c:13]2[cH:14][n:15][cH:16][cH:17][cH:18]2)[c:19]2[cH:20][n:21][cH:22][cH:23][cH:24]2)[cH:4][cH:5][cH:6][cH:7]1.